This data is from the Open Reaction Database (ORD), a public repository of structured organic reaction records. The task is: describe an organic reaction: reactants, conditions, products, and yield The reactants are N1(CCNCC1)C1=CC=C(C=C1)O (4-piperazin-1-ylphenol), C(C)(=O)O (acetic acid), ClC=1N=C(C2=C(N1)CCS2)NC=2C=C(C(=O)O)C=CC2 (3-(2-chloro-6,7-dihydrothieno[3,2-d]pyrimidin-4-ylamino)benzoic acid). The solvent is O (water). Conditions: temperature 180 celsius, time 16 hour. The product is OC1=CC=C(C=C1)N1CCN(CC1)C=1N=C(C2=C(N1)CCS2)O (2-[4-(4-hydroxyphenyl)piperazin-1-yl]-6,7-dihydrothieno[3,2-d]pyrimidin-4-ol). Yield: 89.3%. RXN SMILES: [N:1]1([C:7]2[CH:12]=[CH:11][C:10]([OH:13])=[CH:9][CH:8]=2)[CH2:6][CH2:5][NH:4][CH2:3][CH2:2]1.[C:14]([OH:17])(=O)[CH3:15].Cl[C:19]1[N:20]=C(NC2C=C(C=CC=2)C(O)=O)C2[S:27][CH2:26][CH2:25][C:23]=2[N:24]=1>O>[OH:13][C:10]1[CH:9]=[CH:8][C:7]([N:1]2[CH2:2][CH2:3][N:4]([C:19]3[N:20]=[C:14]([OH:17])[C:15]4[S:27][CH2:26][CH2:25][C:23]=4[N:24]=3)[CH2:5][CH2:6]2)=[CH:12][CH:11]=1. Reported procedure: 1.70 g (9.54 mmol) of 4-piperazin-1-ylphenol is placed in 0.55 mL (9.62 mmol) of glacial acetic acid and heated to 180° C. in the heating block. 0.800 g (3.73 mmol) of 2-ethylsulfanyl-6,7-dihydrothieno[3,2-d]pyrimidin-4-ol (I) is added, then the mixture is left to stand for 1.5 hours at 180° C. and 16 hours at ambient temperature. Then the reaction mixture is combined with water and treated in the ultrasound bath. The precipitate is suction filtered, washed, and dried. 1.1 g of product II is obt... Reactants: COC(=O)c1ccc(NC(=O)C=Cc2ccc3c(c2)C(C)(C)CCC3(C)C)cc1, CCCCCC, [H-], CI, [Na+], CN(C)C=O, O. The product is COC(=O)c1ccc(N(C)C(=O)C=Cc2ccc3c(c2)C(C)(C)CCC3(C)C)cc1. Reaction SMILES: [CH3:3][C:4]1([CH3:31])[c:5]2[cH:6][cH:7][c:8]([CH:16]=[CH:17][C:18](=[O:19])[NH:20][c:21]3[cH:22][cH:23][c:24]([C:25](=[O:26])[O:27][CH3:28])[cH:29][cH:30]3)[cH:9][c:10]2[C:11]([CH3:14])([CH3:15])[CH2:12][CH2:13]1.[CH3:40][CH2:41][CH2:42][CH2:43][CH2:44][CH3:45].[H-:1].[I:32][CH3:33].[Na+:2].[O:35]=[CH:36][N:37]([CH3:38])[CH3:39].[OH2:34]>>[CH3:3][C:4]1([CH3:31])[c:5]2[cH:6][cH:7][c:8]([CH:16]=[CH:17][C:18](=[O:19])[N:20]([c:21]3[cH:22][cH:23][c:24]([C:25](=[O:26])[O:27][CH3:28])[cH:29][cH:30]3)[CH3:33])[cH:9][c:10]2[C:11]([CH3:14])([CH3:15])[CH2:12][CH2:13]1. The reactants are N(=NC(C#N)(C)C)C(C#N)(C)C (2,2′-azobisisobutyronitrile), C(C)C=1C(=O)NC(C1)=O (Ethyl maleimide), C12C(CC(C=C1)C2)C(=O)OC(C)(C)C (t-butyl 5-norbornene-2-carboxylate), C12C(CC(C=C1)C2)C(=O)OCCO (2-hydroxyethyl 5-norbornene-2-carboxylate). Solvent: O1CCCC1 (tetrahydrofuran). Yields the product C(C)C=1C(=O)NC(C1)=O.C12C(CC(C=C1)C2)C(=O)OC(C)(C)C.C12C(CC(C=C1)C2)C(=O)OCCO (ethyl maleimide t-butyl 5-norbornene-2-carboxylate 2-hydroxyethyl 5-norbornene-2-carboxylate). Yield: 85.0%. RXN SMILES: [CH2:1]([C:3]1[C:4]([NH:6][C:7](=[O:9])[CH:8]=1)=[O:5])[CH3:2].[CH:10]12[CH2:16][CH:13]([CH:14]=[CH:15]1)[CH2:12][CH:11]2[C:17]([O:19][C:20]([CH3:23])([CH3:22])[CH3:21])=[O:18].[CH:24]12[CH2:30][CH:27]([CH:28]=[CH:29]1)[CH2:26][CH:25]2[C:31]([O:33][CH2:34][CH2:35][OH:36])=[O:32].N(C(C)(C)C#N)=NC(C)(C)C#N>O1CCCC1>[CH2:1]([C:3]1[C:4]([NH:6][C:7](=[O:9])[CH:8]=1)=[O:5])[CH3:2].[CH:10]12[CH2:16][CH:13]([CH:14]=[CH:15]1)[CH2:12][CH:11]2[C:17]([O:19][C:20]([CH3:23])([CH3:22])[CH3:21])=[O:18].[CH:24]12[CH2:30][CH:27]([CH:28]=[CH:29]1)[CH2:26][CH:25]2[C:31]([O:33][CH2:34][CH2:35][OH:36])=[O:32] |f:5.6.7|. Procedure details: Ethyl maleimide (1 mol.), t-butyl 5-norbornene-2-carboxylate (0.5 mol.) and 2-hydroxyethyl 5-norbornene-2-carboxylate (0.5 mol) were dissolved in 50 g to 300 g of tetrahydrofuran (THF), 2 g to 15 g of 2,2′-azobisisobutyronitrile (AIBN) was added thereto, and the resulting solution was reacted at a temperature between 60° C. and 70° C. in a nitrogen atmosphere for 10 hours. After a high molecular weight was achieved by the reaction, the resultant product was precipitated in an ethyl ether or hexa... The reactants are N1(CCC1)CCN1C(=NC(=C1)C1=CC(=NC=C1)C(F)(F)F)C1CCNCC1 (4-[1-(2-azetidin-1-yl-ethyl)-2-piperidin-4-yl-1H-imidazol-4-yl]-2-trifluoromethyl-pyridine), ClC1=C(C(=NC=N1)N)C(C)C (6-chloro-5-isopropyl-pyrimidin-4-ylamine). The product is N1(CCC1)CCN1C(=NC(=C1)C1=CC(=NC=C1)C(F)(F)F)C1CCN(CC1)C1=C(C(=NC=N1)N)C(C)C (6-{4-[1-(2-Azetidin-1-yl-ethyl)-4-(2-trifluoromethyl-pyridin-4-yl)-1H-imidazol-2-yl]-piperidin-1-yl}-5-isopropyl-pyrimidin-4-ylamine). As a reaction SMILES: [N:1]1([CH2:5][CH2:6][N:7]2[CH:11]=[C:10]([C:12]3[CH:17]=[CH:16][N:15]=[C:14]([C:18]([F:21])([F:20])[F:19])[CH:13]=3)[N:9]=[C:8]2[CH:22]2[CH2:27][CH2:26][NH:25][CH2:24][CH2:23]2)[CH2:4][CH2:3][CH2:2]1.Cl[C:29]1[N:34]=[CH:33][N:32]=[C:31]([NH2:35])[C:30]=1[CH:36]([CH3:38])[CH3:37]>>[N:1]1([CH2:5][CH2:6][N:7]2[CH:11]=[C:10]([C:12]3[CH:17]=[CH:16][N:15]=[C:14]([C:18]([F:21])([F:19])[F:20])[CH:13]=3)[N:9]=[C:8]2[CH:22]2[CH2:23][CH2:24][N:25]([C:29]3[N:34]=[CH:33][N:32]=[C:31]([NH2:35])[C:30]=3[CH:36]([CH3:38])[CH3:37])[CH2:26][CH2:27]2)[CH2:2][CH2:3][CH2:4]1. Procedure: The title compound was prepared according to the procedure described for the preparation of compound “4” by using 4-[1-(2-azetidin-1-yl-ethyl)-2-piperidin-4-yl-1H-imidazol-4-yl]-2-trifluoromethyl-pyridine and 6-chloro-5-isopropyl-pyrimidin-4-ylamine as the starting materials. LC-MS (M+H=515, obsd.=515). 1H NMR (400 MHz, DMSO-d6) δ 8.65 (s, 1H), 8.16-8.01 (m, 6H), 7.97 (d, J=5.2 Hz, 2H), 6.11 (s, 4H), 3.94 (t, J=6.2 Hz, 4H), 3.46-3.25 (m, 4H), 3.12 (t, J=7.0 Hz, 8H), 2.92 (qd, J=12.0, 4.3 Hz, 7H)... Starting materials: IC=1C=NN(C1)CC(C(=O)OC)CC(=O)OC (dimethyl 2-((4-iodo-1H-pyrazol-1-yl)methyl)succinate), [OH-].[Li+] (lithium hydroxide). The solvent is C1CCOC1.O (THF water), O (water). Yields the product IC=1C=NN(C1)CC(C(=O)O)CC(=O)O (2-((4-iodo-1H-pyrazol-1-yl)methyl)succinic acid). As a reaction SMILES: [I:1][C:2]1[CH:3]=[N:4][N:5]([CH2:7][CH:8]([CH2:13][C:14]([O:16]C)=[O:15])[C:9]([O:11]C)=[O:10])[CH:6]=1.[OH-].[Li+]>C1COCC1.O.O>[I:1][C:2]1[CH:3]=[N:4][N:5]([CH2:7][CH:8]([CH2:13][C:14]([OH:16])=[O:15])[C:9]([OH:11])=[O:10])[CH:6]=1 |f:1.2,3.4|. Reported procedure: A solution of dimethyl 2-((4-iodo-1H-pyrazol-1-yl)methyl)succinate (200 mg, 0.61 mmol) and lithium hydroxide (40 mg, 1.80 mmol) in THF/water (4 mL/1 mL) was stirred at 60° C. for 12 hours. After cooling to room temperature, the mixture was diluted with water and extracted with EtOAc. The organic layer was dried over anhydrous sodium sulfate, filtered, and concentrated under reduced pressure to afford 2-((4-iodo-1H-pyrazol-1-yl)methyl)succinic acid. MS ESI calc'd. for C8H10IN2O4 [M+H]+ 325. found... Reactants: C(C1=CC=CC=C1)OC1=CC=C(C=C1)C1=CC(NN=C1CCCC)=O (5-(4-benzyloxy-phenyl)-6-butyl-2H-pyridazin-3-one), O=P(Cl)(Cl)Cl (POCl3). Conditions: temperature 70 celsius, time 2 hour. Product: C(C1=CC=CC=C1)OC1=CC=C(C=C1)C1=C(N=NC(=C1)Cl)CCCC (4-(4-benzyloxy-phenyl)-3-butyl-6-chloro-pyridazine). As a reaction SMILES: [CH2:1]([O:8][C:9]1[CH:14]=[CH:13][C:12]([C:15]2[C:20]([CH2:21][CH2:22][CH2:23][CH3:24])=[N:19][NH:18][C:17](=O)[CH:16]=2)=[CH:11][CH:10]=1)[C:2]1[CH:7]=[CH:6][CH:5]=[CH:4][CH:3]=1.O=P(Cl)(Cl)[Cl:28]>>[CH2:1]([O:8][C:9]1[CH:14]=[CH:13][C:12]([C:15]2[CH:16]=[C:17]([Cl:28])[N:18]=[N:19][C:20]=2[CH2:21][CH2:22][CH2:23][CH3:24])=[CH:11][CH:10]=1)[C:2]1[CH:7]=[CH:6][CH:5]=[CH:4][CH:3]=1. Procedure details: A suspension of 5-(4-benzyloxy-phenyl)-6-butyl-2H-pyridazin-3-one (5.4 g, 14.73 mmol) in POCl3 (8 mL) was stirred at 70° C. for 2 h. The reaction mixture was concentrated under reduced pressure, and to the residue was added ice (50 g). The mixture was stirred for 1 h. This was extracted with DCM (3×50 mL), the combined organic layer was dried, filtered and concentrated under reduced pressure. The resultant residue was purified by flash silica gel column chromatography eluting with in 10% ethyl a... Reported procedure: To a slurry of sodium 4(4-fluorobenzyloxy)benzenesulfonate (0.5 grams, 1.64 mmole), in methylene chloride (5 mL) was added phosphorus pentachloride (275 mg, 1.31 mmole). The resulting mixture was heated at reflux for 7 hours. After cooling in an ice bath and quenching with water (15 mL), the mixture was extracted with ethyl acetate. The organic phase was washed brine, dried over sodium sulfate, and concentrated to afford 4-(4-fluorobenzyloxy)benzenesulfonyl chloride a white solid (130 mg, 26%). Reaction SMILES: [F:1][C:2]1[CH:19]=[CH:18][C:5]([CH2:6][O:7][C:8]2[CH:13]=[CH:12][C:11]([S:14]([O-])(=[O:16])=[O:15])=[CH:10][CH:9]=2)=[CH:4][CH:3]=1.[Na+].P(Cl)(Cl)(Cl)(Cl)[Cl:22]>C(Cl)Cl>[F:1][C:2]1[CH:19]=[CH:18][C:5]([CH2:6][O:7][C:8]2[CH:13]=[CH:12][C:11]([S:14]([Cl:22])(=[O:16])=[O:15])=[CH:10][CH:9]=2)=[CH:4][CH:3]=1 |f:0.1|. The reactants are FC1=CC=C(COC2=CC=C(C=C2)S(=O)(=O)[O-])C=C1.[Na+] (sodium 4(4-fluorobenzyloxy)benzenesulfonate), P(Cl)(Cl)(Cl)(Cl)Cl (phosphorus pentachloride). The product is FC1=CC=C(COC2=CC=C(C=C2)S(=O)(=O)Cl)C=C1 (4-(4-fluorobenzyloxy)benzenesulfonyl chloride), solid. Solvent: C(Cl)Cl (methylene chloride). The yield is 26.0%. Reactants: FC(C1=CC=C(C=C1)CC(=O)O)(F)F (4-trifluoromethylphenylacetic acid), NC=1C=C(C=NC1)C(=O)C1=CN(C2=C1C=NC=C2F)C(CO)C ((5-aminopyridin-3-yl)[7-fluoro-1-(2-hydroxy-1-methylethyl)-1H-pyrrolo[3,2-c]pyridin-3-yl]methanone). Product: FC=1C2=C(C=NC1)C(=CN2C(CO)C)C(=O)C=2C=C(C=NC2)NC(CC2=CC=C(C=C2)C(F)(F)F)=O (N-(5-{[7-fluoro-1-(1-hydroxypropan-2-yl)-1H-pyrrolo[3,2-c]pyridin-3-yl]carbonyl}pyridin-3-yl)-2-[4-(trifluoromethyl)phenyl]acetamide). As a reaction SMILES: [F:1][C:2]([F:14])([F:13])[C:3]1[CH:8]=[CH:7][C:6]([CH2:9][C:10]([OH:12])=O)=[CH:5][CH:4]=1.[NH2:15][C:16]1[CH:17]=[C:18]([C:22]([C:24]2[C:28]3[CH:29]=[N:30][CH:31]=[C:32]([F:33])[C:27]=3[N:26]([CH:34]([CH3:37])[CH2:35][OH:36])[CH:25]=2)=[O:23])[CH:19]=[N:20][CH:21]=1>>[F:33][C:32]1[C:27]2[N:26]([CH:34]([CH3:37])[CH2:35][OH:36])[CH:25]=[C:24]([C:22]([C:18]3[CH:17]=[C:16]([NH:15][C:10](=[O:12])[CH2:9][C:6]4[CH:5]=[CH:4][C:3]([C:2]([F:1])([F:14])[F:13])=[CH:8][CH:7]=4)[CH:21]=[N:20][CH:19]=3)=[O:23])[C:28]=2[CH:29]=[N:30][CH:31]=1. Procedure: Prepared according to Method M (Example 206) using 4-trifluoromethylphenylacetic acid and (5-aminopyridin-3-yl)[7-fluoro-1-(2-hydroxy-1-methylethyl)-1H-pyrrolo[3,2-c]pyridin-3-yl]methanone (Enantiomer 2, Preparation 26). Starting materials: BrB(Br)Br, COc1ccc(C(C)C(O)(c2ccc3oc(=O)n(C)c3c2)C(F)(F)F)c(Cl)c1, ClCCl. Product: CC(c1ccc(O)cc1Cl)C(O)(c1ccc2oc(=O)n(C)c2c1)C(F)(F)F. RXN SMILES: [B:29]([Br:30])([Br:31])[Br:32].[Cl:1][c:2]1[c:3]([CH:10]([C:11]([C:12]([F:13])([F:14])[F:15])([OH:16])[c:17]2[cH:18][cH:19][c:20]3[c:21]([n:22]([CH3:26])[c:23](=[O:25])[o:24]3)[cH:27]2)[CH3:28])[cH:4][cH:5][c:6]([O:8][CH3:9])[cH:7]1.[Cl:33][CH2:34][Cl:35]>>[Cl:1][c:2]1[c:3]([CH:10]([C:11]([C:12]([F:13])([F:14])[F:15])([OH:16])[c:17]2[cH:18][cH:19][c:20]3[c:21]([n:22]([CH3:26])[c:23](=[O:25])[o:24]3)[cH:27]2)[CH3:28])[cH:4][cH:5][c:6]([OH:8])[cH:7]1. Reactants: N1=C(C=CC=C1)C=1C=C(C=O)C=CC1 (3-(2-pyridinyl)benzaldehyde), N1(N=CC=C1)C1=CC=C(C=O)C=C1 (4-(1H-pyrazol-1-yl)-benzaldehyde). Yields the product N1=C(C=CC=C1)C=1C=C(C=CC1)/C=C/C=O ((2E)-3-[3-(2-Pyridinyl)phenyl]-2-propenal). As a reaction SMILES: [N:1]1[CH:6]=[CH:5][CH:4]=[CH:3][C:2]=1[C:7]1[CH:8]=[C:9]([CH:12]=[CH:13][CH:14]=1)[CH:10]=O.N1(C2C=C[C:23]([CH:24]=[O:25])=CC=2)C=CC=N1>>[N:1]1[CH:6]=[CH:5][CH:4]=[CH:3][C:2]=1[C:7]1[CH:8]=[C:9](/[CH:10]=[CH:23]/[CH:24]=[O:25])[CH:12]=[CH:13][CH:14]=1. Reported procedure: The title compound was prepared by a procedure analogous to Reference Example 30 by substituting 3-(2-pyridinyl)benzaldehyde (prepared as described in Reference Example 11) for the 4-(1H-pyrazol-1-yl)-benzaldehyde of Reference Example 30. MS 210 (M+H)+.